This data is from the Open Reaction Database (ORD), a public repository of structured organic reaction records. The task is: describe an organic reaction: reactants, conditions, products, and yield Reactants: O=C([O-])[O-], COc1cccc2oc(=O)c3c4c(ccc3c12)NC(C)(C)C(=O)N4, CI, [Cs+], [Cs+], CN(C)C=O, O. Product: COc1cccc2oc(=O)c3c4c(ccc3c12)NC(C)(C)C(=O)N4C. RXN SMILES: [C:25](=[O:26])([O-:27])[O-:28].[CH3:1][O:2][c:3]1[cH:4][cH:5][cH:6][c:7]2[o:8][c:9](=[O:24])[c:10]3[c:11]4[c:16]([cH:17][cH:18][c:19]3[c:20]12)[NH:15][C:14]([CH3:21])([CH3:22])[C:13](=[O:23])[NH:12]4.[CH3:31][I:32].[Cs+:29].[Cs+:30].[O:34]=[CH:35][N:36]([CH3:37])[CH3:38].[OH2:33]>>[CH3:1][O:2][c:3]1[cH:4][cH:5][cH:6][c:7]2[o:8][c:9](=[O:24])[c:10]3[c:11]4[c:16]([cH:17][cH:18][c:19]3[c:20]12)[NH:15][C:14]([CH3:21])([CH3:22])[C:13](=[O:23])[N:12]4[CH3:25]. The reactants are CCN(C(C)C)C(C)C, ClCCl, FC(F)(F)c1ccc(C2NCCc3ccccc32)cc1, O=C=NC1CCCC1. Product: O=C(NC1CCCC1)N1CCc2ccccc2C1c1ccc(C(F)(F)F)cc1. Reaction SMILES: [CH2:21]([N:22]([CH:23]([CH3:24])[CH3:25])[CH:26]([CH3:27])[CH3:28])[CH3:29].[Cl:38][CH2:39][Cl:40].[F:1][C:2]([c:3]1[cH:4][cH:5][c:6]([CH:9]2[NH:10][CH2:11][CH2:12][c:13]3[cH:14][cH:15][cH:16][cH:17][c:18]32)[cH:7][cH:8]1)([F:19])[F:20].[N:30](=[C:31]=[O:32])[CH:33]1[CH2:34][CH2:35][CH2:36][CH2:37]1>>[F:1][C:2]([c:3]1[cH:4][cH:5][c:6]([CH:9]2[N:10]([C:31]([NH:30][CH:33]3[CH2:34][CH2:35][CH2:36][CH2:37]3)=[O:32])[CH2:11][CH2:12][c:13]3[cH:14][cH:15][cH:16][cH:17][c:18]32)[cH:7][cH:8]1)([F:19])[F:20]. Reactants: [Na][Na] (disodium), OC1=C(C(=O)O)C=C(C=C1C)C (2-hydroxy-3,5-dimethylbenzoic acid), S(=O)(=O)(OC)OC (dimethyl sulphate), [OH-].[Na+] (sodium hydroxide), C (Charcoal). Solvent: O (water). Conditions: temperature 0 celsius, time 8 hour. The product is COC1=C(C(=O)O)C=C(C=C1C)C (2-methoxy-3,5-dimethylbenzoic acid). Reaction SMILES: [Na][Na].[OH:3][C:4]1[C:12]([CH3:13])=[CH:11][C:10]([CH3:14])=[CH:9][C:5]=1[C:6]([OH:8])=[O:7].S(OC)(O[CH3:19])(=O)=O.[OH-].[Na+].C>O>[CH3:19][O:3][C:4]1[C:12]([CH3:13])=[CH:11][C:10]([CH3:14])=[CH:9][C:5]=1[C:6]([OH:8])=[O:7] |f:3.4|. Reported procedure: The disodium salt of 2-hydroxy-3,5-dimethylbenzoic acid (21 g.) and dimethyl sulphate (92 ml.) were stirred together at 140°-150° C. for 2.5 hours. After standing overnight, the mixture was added to a solution of sodium hydroxide (40 g.) in water (250 ml.), and the mixture stirred and heated on the steam-bath for 1 hour. Charcoal was added, the mixture was filtered and the filtrate was cooled, acidified with concentrated hydrochloric acid, and maintained at 0° C. The solid which separated was fi... Starting materials: CCOC(=O)c1c(-c2c(F)cccc2I)noc1C, CCO, [Na+], [OH-], O. Product: Cc1onc(-c2c(F)cccc2I)c1C(=O)O. RXN SMILES: [CH2:1]([CH3:2])[O:3][C:4](=[O:5])[c:6]1[c:7](-[c:12]2[c:13]([I:19])[cH:14][cH:15][cH:16][c:17]2[F:18])[n:8][o:9][c:10]1[CH3:11].[CH3:23][CH2:24][OH:25].[Na+:21].[OH-:20].[OH2:22]>>[O:3]=[C:4]([OH:5])[c:6]1[c:7](-[c:12]2[c:13]([I:19])[cH:14][cH:15][cH:16][c:17]2[F:18])[n:8][o:9][c:10]1[CH3:11]. The reactants are CC(C)(C)OC(=O)Nc1ccccc1CN1C(=O)C(C)(C)c2cc3nc(NC(=O)c4cccnc4)[nH]c3cc21, ClCCl, O=C(O)C(F)(F)F, [K+], [K+], O=C([O-])[O-]. Product: CC1(C)C(=O)N(Cc2ccccc2N)c2cc3[nH]c(NC(=O)c4cccnc4)nc3cc21. Reaction SMILES: [C:1]([O:2][C:3](=[O:4])[NH:7][c:8]1[c:9]([CH2:14][N:15]2[C:16](=[O:38])[C:17]([CH3:36])([CH3:37])[c:18]3[cH:19][c:20]4[c:21]([cH:22][c:23]32)[nH:24][c:25]([NH:27][C:28](=[O:29])[c:30]2[cH:31][n:32][cH:33][cH:34][cH:35]2)[n:26]4)[cH:10][cH:11][cH:12][cH:13]1)([CH3:5])([CH3:6])[CH3:39].[Cl:46][CH2:47][Cl:48].[F:49][C:50]([F:51])([F:52])[C:53]([OH:54])=[O:55].[K+:40].[K+:41].[O-:42][C:43]([O-:44])=[O:45]>>[NH2:7][c:8]1[c:9]([CH2:14][N:15]2[C:16](=[O:38])[C:17]([CH3:36])([CH3:37])[c:18]3[cH:19][c:20]4[c:21]([cH:22][c:23]32)[nH:24][c:25]([NH:27][C:28](=[O:29])[c:30]2[cH:31][n:32][cH:33][cH:34][cH:35]2)[n:26]4)[cH:10][cH:11][cH:12][cH:13]1. The reactants are [O-]S(=O)[O-].[Na+].[Na+] (Na2SO3), C(CC=C)C=1N=CSC1 (4-but-3-enylthiazole), C[N+]1(CCOCC1)[O-] (NMO), C1CCOC1 (THF). The reagents and catalysts are O=[Os](=O)(=O)=O (OsO4). Solvent: O (water), [Cl-].[Na+].O (Brine), CC(C)(C)O (tBuOH), O (water). Reaction conditions: time 3 hour. Product: S1C=NC(=C1)CCC(CO)O ((rac.)-4-(Thiazol-4-yl)butane-1,2-diol). Yield: 63.0%. Reaction SMILES: C([C:5]1[N:6]=[CH:7][S:8][CH:9]=1)CC=C.C[N+]1([O-])CC[O:14]CC1.[O-]S([O-])=O.[Na+].[Na+].[CH2:24]1[CH2:28][O:27][CH2:26][CH2:25]1>CC(O)(C)C.O.[Cl-].[Na+].O.O=[Os](=O)(=O)=O>[S:8]1[CH:9]=[C:5]([CH2:28][CH2:24][CH:25]([OH:14])[CH2:26][OH:27])[N:6]=[CH:7]1 |f:2.3.4,8.9.10|. Reported procedure: To a sol. of 4-but-3-enylthiazole (2.07 g, 14.9 mmol) in THF (20 mL), tBuOH (10 mL) and water (5 mL), was added NMO (2.21 g, 16.4 mmol). OsO4 (2.5 wt % in tBuOH, 3.74 mL, 0.298 mmol) was added. The sol. was stirred for 3 h. A sol. of Na2SO3 (1.5 g) in 20 mL water was added. Brine (200 mL) was added and this mixture was extracted with EtOAc (4×). The combined org. phases were dried over MgSO4, filtered, and the solvents were removed under reduced pressure. Purification of the residue by FC (EtOAc... Reactants: NC1=C(C=C(C=C1C1=CC=C(C=C1)C(F)(F)F)C1(CCCC1)C(=O)OCC)OCC1CC1 (Ethyl 1-(6-amino-5-(cyclopropylmethoxy)-4′-(trifluoromethyl)biphenyl-3-yl)cyclopentanecarboxylate), CC#N.O.Cl (MeCN H2O HCl), N(=O)[O-].[Na+] (NaNO2). Reagents/catalysts: Cl[Cu] (CuCl). Run in O (water), O (water). Run at temperature 90 celsius, time 40 minute. Product: ClC1=C(C=C(C=C1C1=CC=C(C=C1)C(F)(F)F)C1(CCCC1)C(=O)OCC)OCC1CC1 (ethyl 1-(6-chloro-5-(cyclopropylmethoxy)-4′-(trifluoromethyl)biphenyl-3-yl)cyclopentanecarboxylate). RXN SMILES: N[C:2]1[C:7]([C:8]2[CH:13]=[CH:12][C:11]([C:14]([F:17])([F:16])[F:15])=[CH:10][CH:9]=2)=[CH:6][C:5]([C:18]2([C:23]([O:25][CH2:26][CH3:27])=[O:24])[CH2:22][CH2:21][CH2:20][CH2:19]2)=[CH:4][C:3]=1[O:28][CH2:29][CH:30]1[CH2:32][CH2:31]1.N([O-])=O.[Na+].CC#N.O.[ClH:41]>O.Cl[Cu]>[Cl:41][C:2]1[C:7]([C:8]2[CH:13]=[CH:12][C:11]([C:14]([F:17])([F:16])[F:15])=[CH:10][CH:9]=2)=[CH:6][C:5]([C:18]2([C:23]([O:25][CH2:26][CH3:27])=[O:24])[CH2:22][CH2:21][CH2:20][CH2:19]2)=[CH:4][C:3]=1[O:28][CH2:29][CH:30]1[CH2:32][CH2:31]1 |f:1.2,3.4.5|. Procedure details: Ethyl 1-(6-amino-5-(cyclopropylmethoxy)-4′-(trifluoromethyl)biphenyl-3-yl)cyclopentanecarboxylate (1 g, 2.2 mmol) was dissolved in a mixture of MeCN/H2O/HCl 30 mL/30 mL/2 mL at 0° C. A solution of NaNO2 (0.200 g, 2.9 mmol) in water (10 mL) was added drop wise at 0° C., and the reaction mixture was stirred for 40 min, at the same temperature. A solution of CuCl (1.1 g, 11.1 mmol) in water (10 mL) was added drop wise at 0° C. The reaction mixture was heated to 90° C. for 2.0 h and the solvent was ... Procedure details: The experimental protocol used is the same as that described for the synthesis of the compound of Example 1, cis-1,4-dichloro-2-butene replacing 1.4 dibromobutane. The expected compound is obtained in the form of a pale yellow solid with a yield of 40%. Melting point: 191-193° C. Yields the product C(\C=C/CN1C(N(C(C1(C)C)=O)C1=CC(=C(C=C1)[N+](=O)[O-])C(F)(F)F)=O)N1C(N(C(C1(C)C)=O)C1=CC(=C(C=C1)[N+](=O)[O-])C(F)(F)F)=O (1,1′-(2Z)-but-2-ene-1,4-diylbis{5,5-dimethyl-3-[4-nitro-3-(trifluoromethyl)phenyl]imidazolidine-2,4-dione}). Starting materials: C(CCCN1C(N(C(C1(C)C)=O)C1=CC(=C(C=C1)[N+](=O)[O-])C(F)(F)F)=O)N1C(N(C(C1(C)C)=O)C1=CC(=C(C=C1)[N+](=O)[O-])C(F)(F)F)=O (1,1′-butane-1,4-diylbis{5,5-dimethyl-3-[4-nitro-3-(trifluoromethyl)phenyl]imidazolidine-2,4-dione}), ClC\C=C/CCl (cis-1,4-dichloro-2-butene). The yield is 40.0%. RXN SMILES: [CH2:1]([N:27]1[C:31]([CH3:33])([CH3:32])[C:30](=[O:34])[N:29]([C:35]2[CH:40]=[CH:39][C:38]([N+:41]([O-:43])=[O:42])=[C:37]([C:44]([F:47])([F:46])[F:45])[CH:36]=2)[C:28]1=[O:48])[CH2:2][CH2:3][CH2:4][N:5]1[C:9]([CH3:11])([CH3:10])[C:8](=[O:12])[N:7]([C:13]2[CH:18]=[CH:17][C:16]([N+:19]([O-:21])=[O:20])=[C:15]([C:22]([F:25])([F:24])[F:23])[CH:14]=2)[C:6]1=[O:26].ClC/C=C\CCl>>[CH2:1]([N:27]1[C:31]([CH3:33])([CH3:32])[C:30](=[O:34])[N:29]([C:35]2[CH:40]=[CH:39][C:38]([N+:41]([O-:43])=[O:42])=[C:37]([C:44]([F:47])([F:46])[F:45])[CH:36]=2)[C:28]1=[O:48])/[CH:2]=[CH:3]\[CH2:4][N:5]1[C:9]([CH3:11])([CH3:10])[C:8](=[O:12])[N:7]([C:13]2[CH:18]=[CH:17][C:16]([N+:19]([O-:21])=[O:20])=[C:15]([C:22]([F:25])([F:23])[F:24])[CH:14]=2)[C:6]1=[O:26]. Reactants: OC1=C(C(=O)OCC)C=C(C=C1)N (Ethyl 2-hydroxy-5-aminobenzoate), C(C)(=O)OC(C)=O (acetic anhydride), O (water). Run at temperature 100 celsius. The product is OC1=C(C(=O)OCC)C=C(C=C1)NC(C)=O (Ethyl 2-hydroxy-5-acetamidobenzoate). The yield is 65.0%. Reaction SMILES: [OH:1][C:2]1[CH:12]=[CH:11][C:10]([NH2:13])=[CH:9][C:3]=1[C:4]([O:6][CH2:7][CH3:8])=[O:5].O.[C:15](OC(=O)C)(=[O:17])[CH3:16]>>[OH:1][C:2]1[CH:12]=[CH:11][C:10]([NH:13][C:15](=[O:17])[CH3:16])=[CH:9][C:3]=1[C:4]([O:6][CH2:7][CH3:8])=[O:5]. Procedure: Ethyl 2-hydroxy-5-aminobenzoate (33.0 g, 0.182 mole) was dissolved in acetic anhydride (33 ml) and heated to 100° C. for 10 minutes. The mixture was cooled to room temperature, water (33 ml) was added and the mixture was evaporated to dryness. The remaining material was recrystallized from water-ethanol (1:1) to give the title compound (26.4 g, 65%), m.p. 135°-136° C. Found (Calc. for C11H13NO4) C 59.12 (59.19), H 5.93 (5.83), N 6.30 (6.28).